This data is from the Open Reaction Database (ORD), a public repository of structured organic reaction records. The task is: describe an organic reaction: reactants, conditions, products, and yield Reactants: CCCO, CCO, Cl, CSc1nccc(CC(=O)c2ccc(F)cc2)n1, CC(C)(C)ON=O. The product is CSc1nccc(C(=NO)C(=O)c2ccc(F)cc2)n1. RXN SMILES: [CH2:30]([OH:31])[CH2:32][CH3:33].[CH3:27][CH2:28][OH:29].[ClH:26].[F:1][c:2]1[cH:3][cH:4][c:5]([C:8]([CH2:9][c:10]2[n:11][c:12]([S:16][CH3:17])[n:13][cH:14][cH:15]2)=[O:18])[cH:6][cH:7]1.[N:19](=[O:20])[O:21][C:22]([CH3:23])([CH3:24])[CH3:25]>>[F:1][c:2]1[cH:3][cH:4][c:5]([C:8]([C:9]([c:10]2[n:11][c:12]([S:16][CH3:17])[n:13][cH:14][cH:15]2)=[N:19][OH:20])=[O:18])[cH:6][cH:7]1. Procedure: The title compound was prepared from [4-chloro-5-(ethyl-methyl-amino)-2-nitro-phenyl]-carbamic acid tert-butyl ester (Example C5) (3.0 g, 9.09 mmol) by reduction with SnCl2.2H2O according to the general procedure J (method b). Obtained as a pale brown solid (2.64 g). Yields the product C(C)(C)(C)OC(NC1=C(C=C(C(=C1)N(C)CC)Cl)N)=O ([2-Amino-4-chloro-5-(ethyl-methyl-amino)-phenyl]-carbamic acid tert-butyl ester), solid. The reactants are C(C)(C)(C)OC(NC1=C(C=C(C(=C1)N(C)CC)Cl)[N+](=O)[O-])=O ([4-chloro-5-(ethyl-methyl-amino)-2-nitro-phenyl]-carbamic acid tert-butyl ester), O.O.Cl[Sn]Cl (SnCl2.2H2O). RXN SMILES: [C:1]([O:5][C:6](=[O:22])[NH:7][C:8]1[CH:13]=[C:12]([N:14]([CH2:16][CH3:17])[CH3:15])[C:11]([Cl:18])=[CH:10][C:9]=1[N+:19]([O-])=O)([CH3:4])([CH3:3])[CH3:2].O.O.Cl[Sn]Cl>>[C:1]([O:5][C:6](=[O:22])[NH:7][C:8]1[CH:13]=[C:12]([N:14]([CH2:16][CH3:17])[CH3:15])[C:11]([Cl:18])=[CH:10][C:9]=1[NH2:19])([CH3:2])([CH3:3])[CH3:4] |f:1.2.3|. Reactants: [OH-].[K+] (potassium hydroxide), BrC(C)C1(OCC(CO1)(C)C)C1=CC=C(C=C1)O (2-(1'-bromoethyl)-5,5-dimethyl-2-(4'-hydroxyphenyl)-1,3-dioxane), Cl (HCl), C(=O)(O)[O-].[Na+] (NaHCO3), [OH-].[K+] (potassium hydroxide), Cl (HCl). Run in O (water). Reaction conditions: time 30 minute. Product: OC1=CC=C(C=C1)C(C(=O)O)C (2-(4'-Hydroxyphenyl)-propionic acid). Isolated yield 75.0%. As a reaction SMILES: [OH-].[K+].Br[CH:4]([C:6]1([C:14]2[CH:19]=[CH:18][C:17]([OH:20])=[CH:16][CH:15]=2)OCC(C)(C)CO1)C.Cl.[C:22]([O-])([OH:24])=[O:23].[Na+]>O>[OH:20][C:17]1[CH:16]=[CH:15][C:14]([CH:6]([CH3:4])[C:22]([OH:24])=[O:23])=[CH:19][CH:18]=1 |f:0.1,4.5|. Reported procedure: To a solution of potassium hydroxide (0.185 g; 0.0039 mole) in water (18 ml), 2-(1'-bromoethyl)-5,5-dimethyl-2-(4'-hydroxyphenyl)-1,3-dioxane (1 g, 0.0031 mole) is added, and the mixture is kept under a nitrogen atmosphere at room temperature for 30 minutes. After this time, potassium hydroxide (0.5 g; 0.089 mole) is added, and the mixture is refluxed for 1 hour. The reaction mixture is then submitted to successive treatments with HCl, with NaHCO3 and once again with HCl as described in Example ...